From a dataset of the Open Reaction Database (ORD), a public repository of structured organic reaction records. describe an organic reaction: reactants, conditions, products, and yield Starting materials: C[O-], CO, CO, CC(=O)OCC1OC(n2c(Cl)c(C(=O)C(F)(F)F)c3cc(Cl)c(Cl)cc32)C(O)C1O, ClC(Cl)Cl, [Na+]. The product is O=C(c1c(Cl)n(C2OC(CO)C(O)C2O)c2cc(Cl)c(Cl)cc12)C(F)(F)F. Reaction SMILES: [CH3:31][O-:32].[CH3:34][OH:35].[CH3:36][OH:37].[Cl:1][c:2]1[n:3]([CH:19]2[CH:20]([OH:21])[CH:22]([OH:23])[CH:24]([CH2:26][O:27][C:28](=[O:29])[CH3:30])[O:25]2)[c:4]2[cH:5][c:6]([Cl:18])[c:7]([Cl:17])[cH:8][c:9]2[c:10]1[C:11]([C:12]([F:13])([F:14])[F:15])=[O:16].[Cl:38][CH:39]([Cl:40])[Cl:41].[Na+:33]>>[Cl:1][c:2]1[n:3]([CH:19]2[CH:20]([OH:21])[CH:22]([OH:23])[CH:24]([CH2:26][OH:27])[O:25]2)[c:4]2[cH:5][c:6]([Cl:18])[c:7]([Cl:17])[cH:8][c:9]2[c:10]1[C:11]([C:12]([F:13])([F:14])[F:15])=[O:16]. Starting materials: CC1=C(C(=NO1)C1=CC=CC=C1)COC1=CC=C(N=N1)N (6-(5-methyl-3-phenyl-isoxazol-4-ylmethoxy)-pyridazin-3-ylamine), C(C(C)(C)C)(=O)Cl (pivaloyl chloride). Reported procedure: As described for example 18, 6-(5-methyl-3-phenyl-isoxazol-4-ylmethoxy)-pyridazin-3-ylamine (280 mg, 1 mmol) was converted, using pivaloyl chloride instead of methoxyacetyl chloride, to the title compound (320 mg, 87%) which was obtained as a white solid. MS: m/e=367.1 [M+H]. The yield is 87.0%. Reaction SMILES: [CH3:1][C:2]1[O:6][N:5]=[C:4]([C:7]2[CH:12]=[CH:11][CH:10]=[CH:9][CH:8]=2)[C:3]=1[CH2:13][O:14][C:15]1[N:20]=[N:19][C:18]([NH2:21])=[CH:17][CH:16]=1.[C:22](Cl)(=[O:27])[C:23]([CH3:26])([CH3:25])[CH3:24]>>[CH3:24][C:23]([CH3:26])([CH3:25])[C:22]([NH:21][C:18]1[N:19]=[N:20][C:15]([O:14][CH2:13][C:3]2[C:4]([C:7]3[CH:8]=[CH:9][CH:10]=[CH:11][CH:12]=3)=[N:5][O:6][C:2]=2[CH3:1])=[CH:16][CH:17]=1)=[O:27]. Yields the product CC(C(=O)NC=1N=NC(=CC1)OCC=1C(=NOC1C)C1=CC=CC=C1)(C)C (2,2-Dimethyl-N-[6-(5-methyl-3-phenyl-isoxazol-4-ylmethoxy)-pyridazin-3-yl]-propionamide). Starting materials: C[C@H]1/C=C/C=C/C=C/C=C/C=C/C=C/C=C/[C@@H](C[C@H]2[C@@H]([C@H](C[C@](O2)(C[C@H](C[C@H]([C@@H](CC[C@H](C[C@H](CC(=O)O[C@H]([C@@H]([C@@H]1O)C)C)O)O)O)O)O)O)O)C(=O)OC)O[C@H]3[C@H]([C@H]([C@@H]([C@H](O3)C)O)N)O (Amphotericin B methyl ester), N[C@@H](CC(=O)O)C(=O)O (L-aspartic acid). The solvent is O (water). Run at time 1 hour. Product: C[C@H]1/C=C/C=C/C=C/C=C/C=C/C=C/C=C/[C@@H](C[C@H]2[C@@H]([C@H](C[C@](O2)(C[C@H](C[C@H]([C@@H](CC[C@H](C[C@H](CC(=O)O[C@H]([C@@H]([C@@H]1O)C)C)O)O)O)O)O)O)O)C(=O)OC)O[C@H]3[C@H]([C@H]([C@@H]([C@H](O3)C)O)N)O.N[C@@H](CC(=O)[O-])C(=O)[O-] (Amphotericin B Methyl Ester L-Aspartate). RXN SMILES: [CH3:1][C@@H:2]1[C@@H:41]([OH:42])[C@@H:40]([CH3:43])[C@H:39]([CH3:44])[O:38][C:36](=[O:37])[CH2:35][C@H:34]([OH:45])[CH2:33][C@H:32]([OH:46])[CH2:31][CH2:30][C@@H:29]([OH:47])[C@H:28]([OH:48])[CH2:27][C@H:26]([OH:49])[CH2:25][C@@:23]2([OH:50])[O:24][C@H:19]([C@H:20]([C:52]([O:54][CH3:55])=[O:53])[C@@H:21]([OH:51])[CH2:22]2)[CH2:18][C@@H:17]([O:56][C@@H:57]2[O:62][C@H:61]([CH3:63])[C@@H:60]([OH:64])[C@H:59]([NH2:65])[C@@H:58]2[OH:66])[CH:16]=[CH:15][CH:14]=[CH:13][CH:12]=[CH:11][CH:10]=[CH:9][CH:8]=[CH:7][CH:6]=[CH:5][CH:4]=[CH:3]1.[NH2:67][C@H:68]([C:73]([OH:75])=[O:74])[CH2:69][C:70]([OH:72])=[O:71]>O>[CH3:1][C@@H:2]1[C@@H:41]([OH:42])[C@@H:40]([CH3:43])[C@H:39]([CH3:44])[O:38][C:36](=[O:37])[CH2:35][C@H:34]([OH:45])[CH2:33][C@H:32]([OH:46])[CH2:31][CH2:30][C@@H:29]([OH:47])[C@H:28]([OH:48])[CH2:27][C@H:26]([OH:49])[CH2:25][C@@:23]2([OH:50])[O:24][C@H:19]([C@H:20]([C:52]([O:54][CH3:55])=[O:53])[C@@H:21]([OH:51])[CH2:22]2)[CH2:18][C@@H:17]([O:56][C@@H:57]2[O:62][C@H:61]([CH3:63])[C@@H:60]([OH:64])[C@H:59]([NH2:65])[C@@H:58]2[OH:66])[CH:16]=[CH:15][CH:14]=[CH:13][CH:12]=[CH:11][CH:10]=[CH:9][CH:8]=[CH:7][CH:6]=[CH:5][CH:4]=[CH:3]1.[NH2:67][C@H:68]([C:73]([O-:75])=[O:74])[CH2:69][C:70]([O-:72])=[O:71] |f:3.4|. Procedure: Amphotericin B methyl ester (9.36 g, 0.01 Mol) is added in portions to a solution of L-aspartic acid (0.73 g, 0.0055 Mol) in 500 ml of water and stirred until dissolution (1 hour). The clear solution is thereafter freeze-dried. The product when dissolved in water (1%) has a pH of 6.25 and a solubility of greater than 10% at RT.